The task is: describe an organic reaction: reactants, conditions, products, and yield. This data is from the Open Reaction Database (ORD), a public repository of structured organic reaction records. The reactants are resultant solution, Cl.NC1[C@@H]2N(C(=C(CS2)OC)C(=O)O)C1=O (7-amino-3-methoxy-3-cephem-4-carboxylic acid hydrochloride), C[Si](C)(C)CC(=O)N (trimethylsilylacetamide), C[Si](C)(C)C(C(=O)N)[Si](C)(C)C (bis(trimethylsilyl)acetamide), C(=O)NC=1SC=C(N1)C(C(=O)O)=NOCC#C (2-(2-Formamidothiazol-4-yl)-2-propargyloxyiminoacetic acid), P(=O)(Cl)(Cl)Cl (phosphoryl chloride). Run in O (Water), C(C)(=O)OCC (ethyl acetate), C(C)(=O)OCC (ethyl acetate), CN(C=O)C (N,N-dimethylformamide). Product: C(=O)NC=1SC=C(N1)C(C(=O)NC1[C@@H]2N(C(=C(CS2)OC)C(=O)O)C1=O)=NOCC#C (7-[2-(2-formamidothiazol-4-yl)-2-propargyloxyiminoacetamido]-3-methoxy-3-cephem-4-carboxylic acid). Yield: 43.1%. Reaction SMILES: [CH:1]([NH:3][C:4]1[S:5][CH:6]=[C:7]([C:9](=[N:13][O:14][CH2:15][C:16]#[CH:17])[C:10]([OH:12])=O)[N:8]=1)=[O:2].P(Cl)(Cl)(Cl)=O.Cl.[NH2:24][CH:25]1[C:37](=[O:38])[N:27]2[C:28]([C:34]([OH:36])=[O:35])=[C:29]([O:32][CH3:33])[CH2:30][S:31][C@H:26]12.C[Si](CC(N)=O)(C)C.C[Si](C([Si](C)(C)C)C(N)=O)(C)C>O.C(OCC)(=O)C.CN(C)C=O>[CH:1]([NH:3][C:4]1[S:5][CH:6]=[C:7]([C:9](=[N:13][O:14][CH2:15][C:16]#[CH:17])[C:10]([NH:24][CH:25]2[C:37](=[O:38])[N:27]3[C:28]([C:34]([OH:36])=[O:35])=[C:29]([O:32][CH3:33])[CH2:30][S:31][C@H:26]23)=[O:12])[N:8]=1)=[O:2] |f:2.3|. Procedure details: 2-(2-Formamidothiazol-4-yl)-2-propargyloxyiminoacetic acid (syn isomer, 1.27 g.), N,N-dimethylformamide (402 mg.), phosphoryl chloride (843 mg.) and ethyl acetate (11.2 ml.) were treated in a conventional manner to prepare an activated acid solution. On the other hand, a mixture of 7-amino-3-methoxy-3-cephem-4-carboxylic acid hydrochloride (1.33 g.), trimethylsilylacetamide (4 g.), bis(trimethylsilyl)acetamide (2 ml.) and ethyl acetate (20 ml.) was stirred at 40° to 45° C. for an hour. To the so... Reactants: ClCCOC1=CC=C(C=C1)\C(=C(/CC)\C1=CSC(=C1)Cl)\C1=CC=C(C=C1)O ((E)-4-(1-(4-(2-chloroethoxy)phenyl)-2-(5-chlorothiophen-3-yl)but-1-enyl)phenol), CN (MeNH2). The solvent is CO (MeOH). Product: ClC1=CC(=CS1)/C(=C(/C1=CC=C(C=C1)OCCNC)\C1=CC=C(C=C1)O)/CC ((E)-4-(2-(5-chlorothiophen-3-yl)-1-(4-(2-(methylamino)ethoxy)-phenyl)but-1-enyl)phenol). Yield: 35.0%. As a reaction SMILES: Cl[CH2:2][CH2:3][O:4][C:5]1[CH:10]=[CH:9][C:8](/[C:11](/[C:21]2[CH:26]=[CH:25][C:24]([OH:27])=[CH:23][CH:22]=2)=[C:12](/[C:15]2[CH:19]=[C:18]([Cl:20])[S:17][CH:16]=2)\[CH2:13][CH3:14])=[CH:7][CH:6]=1.[CH3:28][NH2:29]>CO>[Cl:20][C:18]1[S:17][CH:16]=[C:15](/[C:12](/[CH2:13][CH3:14])=[C:11](\[C:21]2[CH:26]=[CH:25][C:24]([OH:27])=[CH:23][CH:22]=2)/[C:8]2[CH:9]=[CH:10][C:5]([O:4][CH2:3][CH2:2][NH:29][CH3:28])=[CH:6][CH:7]=2)[CH:19]=1. Procedure: Following the same procedure as described in example 11, step D, (E)-4-(1-(4-(2-chloroethoxy)phenyl)-2-(5-chlorothiophen-3-yl)but-1-enyl)phenol (0.8 g, 1.0 eq) was reacted with MeNH2 (30% wt in water, 10 mL) in MeOH (20 mL) at reflux to give 120 mg desired product (35% yield, E). 1H NMR (400 MHz, DMSO-d6) δ 9.30 (bs, 1H), 6.99-7.02 (m, 3H), 6.84-6.89 (m, 2H), 6.62-6.70 (m, 2H), 6.50-6.56 (m, 3H), 3.97 (t, J=5.6 Hz, 2H), 2.78 (t, J=5.6 Hz, 2H), 2.26-2.38 (m, 5H), 0.89 (t, J=7.2 Hz, 3H); m/z=414[M... Reactants: C(#N)N1CCC(CC1)C1=CC=C(C=C1)[C@H](C)NC(C)=O ((S)—N-{1-[4-(1-cyano-piperidin-4-yl)-phenyl]-ethyl}-acetamide), ON=C(C(C)C)N (N′-hydroxy-2-methylpropanimidamide). Reagents/catalysts: [Cl-].[Zn+2].[Cl-] (Zinc(II)chloride). Solvent: C(C)OC(C)=O (ethylacetate). Reaction conditions: time 12 hour. Yields the product C(C)(C)C1=NOC(=N1)N1CCC(CC1)C1=CC=C(C=C1)[C@H](C)NC(C)=O ((S)—N-(1-{4-[1-(3-Isopropyl-[1,2,4]oxadiazol-5-yl)-piperidin-4-yl]-phenyl}-ethyl)-acetamide). As a reaction SMILES: [C:1]([N:3]1[CH2:8][CH2:7][CH:6]([C:9]2[CH:14]=[CH:13][C:12]([C@@H:15]([NH:17][C:18](=[O:20])[CH3:19])[CH3:16])=[CH:11][CH:10]=2)[CH2:5][CH2:4]1)#[N:2].[OH:21][N:22]=[C:23](N)[CH:24]([CH3:26])[CH3:25]>C(OC(=O)C)C.[Cl-].[Zn+2].[Cl-]>[CH:24]([C:23]1[N:2]=[C:1]([N:3]2[CH2:8][CH2:7][CH:6]([C:9]3[CH:10]=[CH:11][C:12]([C@@H:15]([NH:17][C:18](=[O:20])[CH3:19])[CH3:16])=[CH:13][CH:14]=3)[CH2:5][CH2:4]2)[O:21][N:22]=1)([CH3:26])[CH3:25] |f:3.4.5|. Procedure: 0.9 mL (0.45 mmol) Zinc(II)chloride (0.5 M solution in THF) is added dropwise to a mixture of 40.7 mg (0.15 mmol) (S)—N-{1-[4-(1-cyano-piperidin-4-yl)-phenyl]-ethyl}-acetamide (XXVII.1) and 30.6 mg (0.30 mmol N′-hydroxy-2-methylpropanimidamide in 12 mL ethylacetate. The mixture is stirred for 12 h at rt. After that the solvent is removed in vacuo and 15 mL ethanol and 2 mL conc. HCl solution are added. The mixture is refluxed for 3 h. Subsequently the mixture is concentrated, water is added and ... The reactants are CC(C)=O, [Cr], O=[Cr](=O)=O, O, O=C1CCC=C1CCCCCCCO, O=S(=O)(O)O. The product is O=C(O)CCCCCCC1=CCCC1=O. Reaction SMILES: [CH3:25][C:26](=[O:27])[CH3:28].[Cr:29].[O:1]=[Cr:2](=[O:3])=[O:4].[OH2:24].[OH:10][CH2:11][CH2:12][CH2:13][CH2:14][CH2:15][CH2:16][CH2:17][C:18]1=[CH:22][CH2:21][CH2:20][C:19]1=[O:23].[S:5]([OH:6])(=[O:7])(=[O:8])[OH:9]>>[OH:6][C:11](=[O:10])[CH2:12][CH2:13][CH2:14][CH2:15][CH2:16][CH2:17][C:18]1=[CH:22][CH2:21][CH2:20][C:19]1=[O:23]. Starting materials: CCOC(=O)Cn1c(-c2ccccn2)nc2cccnc21, CCO, [K+], [OH-], O. The product is O=C(O)Cn1c(-c2ccccn2)nc2cccnc21. As a reaction SMILES: [CH2:1]([CH3:2])[O:3][C:4]([CH2:5][n:6]1[c:7](-[c:15]2[n:16][cH:17][cH:18][cH:19][cH:20]2)[n:8][c:9]2[c:10]1[n:11][cH:12][cH:13][cH:14]2)=[O:21].[CH3:24][CH2:25][OH:26].[K+:23].[OH-:22].[OH2:27]>>[O:3]=[C:4]([CH2:5][n:6]1[c:7](-[c:15]2[n:16][cH:17][cH:18][cH:19][cH:20]2)[n:8][c:9]2[c:10]1[n:11][cH:12][cH:13][cH:14]2)[OH:21]. Reactants: CC(=O)Nc1ccccc1, c1cncc(C2CCCCN2)c1, O=S(=O)(Cl)Cl, c1ccncc1. Yields the product CC(=O)Nc1ccc(S(=O)(=O)N2CCCCC2c2cccnc2)cc1. As a reaction SMILES: [C:6]([CH3:7])(=[O:8])[NH:9][c:10]1[cH:11][cH:12][cH:13][cH:14][cH:15]1.[CH2:16]1[CH2:17][CH2:18][CH:19]([c:22]2[cH:23][cH:24][cH:25][n:26][cH:27]2)[NH:20][CH2:21]1.[S:1](=[O:2])(=[O:3])([Cl:4])[Cl:5].[cH:28]1[cH:29][cH:30][n:31][cH:32][cH:33]1>>[S:1](=[O:2])(=[O:3])([c:13]1[cH:12][cH:11][c:10]([NH:9][C:6]([CH3:7])=[O:8])[cH:15][cH:14]1)[N:20]1[CH:19]([c:22]2[cH:23][cH:24][cH:25][n:26][cH:27]2)[CH2:18][CH2:17][CH2:16][CH2:21]1. The reactants are COc1ccc(OC)c(CO)c1, ClCCl, O, BrP(Br)Br. Product: COc1ccc(OC)c(CBr)c1. Reaction SMILES: [CH3:5][O:6][c:7]1[c:8]([CH2:9][OH:10])[cH:11][c:12]([O:15][CH3:16])[cH:13][cH:14]1.[Cl:18][CH2:19][Cl:20].[OH2:17].[P:1]([Br:2])([Br:3])[Br:4]>>[Br:2][CH2:9][c:8]1[c:7]([O:6][CH3:5])[cH:14][cH:13][c:12]([O:15][CH3:16])[cH:11]1.